Task: describe an organic reaction: reactants, conditions, products, and yield. Dataset: the Open Reaction Database (ORD), a public repository of structured organic reaction records The reactants are C(C)#N (Acetonitrile), ClC1=CC(=C(C(=O)[O-])C=C1)F (4-chloro-2-fluorobenzoate), C(CCC)[Li] (n-butyllithium), C(C)(C)NC(C)C (diisopropylamine), resultant solution. Solvent: C1CCOC1 (THF), C1CCOC1 (THF), CCCCCC (hexane). Reaction conditions: temperature -78 celsius, time 30 minute. Yields the product ClC1=CC(=C(C=C1)C(CC#N)=O)F (3-(4-chloro-2-fluorophenyl)-3-oxopropanenitrile). Isolated yield 97.4%. RXN SMILES: C([Li])CCC.C(NC(C)C)(C)C.[C:13](#[N:15])[CH3:14].[Cl:16][C:17]1[CH:25]=[CH:24][C:20]([C:21]([O-])=[O:22])=[C:19]([F:26])[CH:18]=1>C1COCC1.CCCCCC>[Cl:16][C:17]1[CH:25]=[CH:24][C:20]([C:21](=[O:22])[CH2:14][C:13]#[N:15])=[C:19]([F:26])[CH:18]=1. Procedure: A 1.6 M hexane solution of n-butyllithium (39.8 mL, 63.6 mmol) was added to a solution of diisopropylamine (9.45 mL, 66.3 mmol) in THF (100 mL) at −78° C. over 10 min. The resultant solution was stirred at 0° C. for 30 min and cooled to −78° C. Acetonitrile (3.32 mL, 63.6 mmol) dropwise. The mixture was stirred at −78° C. for 30 min and then added a solution of 4-chloro-2-fluorobenzoate (5.00 g, 26.5 mmol) in THF (5 mL) at −78° C. dropwise. After stirring for 1 h at −78° C., the reaction mixture... The reactants are CC(C)Oc1ccc(-c2nc(Br)ns2)cc1Cl, COC=Cc1cccc(B2OC(C)(C)C(C)(C)O2)c1C, CN(C)C=O, [K+], [K+], [K+], O, O=P([O-])([O-])[O-], c1ccc(P(c2ccccc2)(c2ccccc2)[Pd](P(c2ccccc2)(c2ccccc2)c2ccccc2)(P(c2ccccc2)(c2ccccc2)c2ccccc2)P(c2ccccc2)(c2ccccc2)c2ccccc2)cc1. The product is COC=Cc1cccc(-c2nsc(-c3ccc(OC(C)C)c(Cl)c3)n2)c1C. Reaction SMILES: [Br:1][c:2]1[n:3][s:4][c:5](-[c:7]2[cH:8][c:9]([Cl:17])[c:10]([O:13][CH:14]([CH3:15])[CH3:16])[cH:11][cH:12]2)[n:6]1.[CH3:18][C:19]1([CH3:20])[C:21]([CH3:22])([CH3:23])[O:24][B:25]([c:26]2[c:27]([CH3:36])[c:28]([CH:32]=[CH:33][O:34][CH3:35])[cH:29][cH:30][cH:31]2)[O:37]1.[CH3:46][N:47]([CH3:48])[CH:49]=[O:50].[K+:43].[K+:44].[K+:45].[OH2:128].[P:38]([O-:39])([O-:40])([O-:41])=[O:42].[cH:51]1[cH:52][cH:53][c:54]([P:55]([Pd:56]([P:57]([c:58]2[cH:59][cH:60][cH:61][cH:62][cH:63]2)([c:64]2[cH:65][cH:66][cH:67][cH:68][cH:69]2)[c:70]2[cH:71][cH:72][cH:73][cH:74][cH:75]2)([P:76]([c:77]2[cH:78][cH:79][cH:80][cH:81][cH:82]2)([c:83]2[cH:84][cH:85][cH:86][cH:87][cH:88]2)[c:89]2[cH:90][cH:91][cH:92][cH:93][cH:94]2)[P:95]([c:96]2[cH:97][cH:98][cH:99][cH:100][cH:101]2)([c:102]2[cH:103][cH:104][cH:105][cH:106][cH:107]2)[c:108]2[cH:109][cH:110][cH:111][cH:112][cH:113]2)([c:114]2[cH:115][cH:116][cH:117][cH:118][cH:119]2)[c:120]2[cH:121][cH:122][cH:123][cH:124][cH:125]2)[cH:126][cH:127]1>>[c:2]1(-[c:26]2[c:27]([CH3:36])[c:28]([CH:32]=[CH:33][O:34][CH3:35])[cH:29][cH:30][cH:31]2)[n:3][s:4][c:5](-[c:7]2[cH:8][c:9]([Cl:17])[c:10]([O:13][CH:14]([CH3:15])[CH3:16])[cH:11][cH:12]2)[n:6]1.